From a dataset of the Open Reaction Database (ORD), a public repository of structured organic reaction records. describe an organic reaction: reactants, conditions, products, and yield The reactants are O.NN (Hydrazine hydrate), C1(C=2C(C(N1C\C=C/CCCC(=O)O)=O)=CC=CC2)=O ((Z)-7-phtalimidohept-5-enoic acid). Solvent: C(C)O (ethanol), O (water). Product: NC\C=C/CCCC(=O)O ((Z)-7-Aminohept-5-enoic Acid). The yield is 112.7%. Reaction SMILES: O.NN.C1(=O)[N:8]([CH2:9]/[CH:10]=[CH:11]\[CH2:12][CH2:13][CH2:14][C:15]([OH:17])=[O:16])C(=O)C2=CC=CC=C12>C(O)C.O>[NH2:8][CH2:9]/[CH:10]=[CH:11]\[CH2:12][CH2:13][CH2:14][C:15]([OH:17])=[O:16] |f:0.1|. Reported procedure: Hydrazine hydrate (0.19 ml) was added to a solution of (Z)-7-phtalimidohept-5-enoic acid (1.05 g) in ethanol (25 ml) and water (5 ml). The solution was refluxed for 3 hours and then the solvent was removed. The residue was suspended in water and the pH of the solution was adjusted to 5. The resulting precipitate was collected by filtration. The filtrate was evaporated to dryness and extracted with ethanol. The ethanol extracts were evaporated to dryness to give the title compound as an oil (0.62... The reactants are CS(=O)(=O)Cl, CCCCCCCN(CC)CCc1ccc(N)cc1, c1ccncc1. Yields the product CCCCCCCN(CC)CCc1ccc(NS(C)(=O)=O)cc1. RXN SMILES: [CH3:20][S:21]([Cl:22])(=[O:23])=[O:24].[NH2:1][c:2]1[cH:3][cH:4][c:5]([CH2:8][CH2:9][N:10]([CH2:11][CH2:12][CH2:13][CH2:14][CH2:15][CH2:16][CH3:17])[CH2:18][CH3:19])[cH:6][cH:7]1.[cH:25]1[cH:26][cH:27][n:28][cH:29][cH:30]1>>[NH:1]([c:2]1[cH:3][cH:4][c:5]([CH2:8][CH2:9][N:10]([CH2:11][CH2:12][CH2:13][CH2:14][CH2:15][CH2:16][CH3:17])[CH2:18][CH3:19])[cH:6][cH:7]1)[S:21]([CH3:20])(=[O:23])=[O:24]. Starting materials: [Li]CCCC, N#CCc1ccccc1, C1CCOC1, O=C1CCOCC1. Yields the product N#CC(c1ccccc1)C1(O)CCOCC1. RXN SMILES: [CH2:10]([Li:11])[CH2:12][CH2:13][CH3:14].[CH2:1]([c:2]1[cH:3][cH:4][cH:5][cH:6][cH:7]1)[C:8]#[N:9].[CH2:22]1[O:23][CH2:24][CH2:25][CH2:26]1.[O:15]1[CH2:16][CH2:17][C:18](=[O:21])[CH2:19][CH2:20]1>>[CH:1]([c:2]1[cH:3][cH:4][cH:5][cH:6][cH:7]1)([C:8]#[N:9])[C:18]1([OH:21])[CH2:17][CH2:16][O:15][CH2:20][CH2:19]1. The reactants are [Na+].FC1=CC=C(C=C1)C1=NC(=NC(=C1/C=C/[C@H](C[C@H](CC(=O)[O-])O)O)C(C)C)N(S(=O)(=O)C)C ((E)-7-[4-(4-fluorophenyl)-6-isopropyl-2-[methyl(methylsulfonyl)amino]pyrimidin-5-yl](3R,5S)-3,5-dihydroxyhept-6-enoic acid sodium salt). Solvent: C(C)#N (acetonitrile). Conditions: time 1 hour. Yields the product CN.FC1=CC=C(C=C1)C1=NC(=NC(=C1/C=C/[C@H](C[C@H](CC(=O)O)O)O)C(C)C)N(S(=O)(=O)C)C ((E)-7-[4-(4-fluorophenyl)-6-isopropyl-2-[methyl(methylsulfonyl)amino]pyrimidin-5-yl](3R,5S)-3,5-dihydroxyhept-6-enoic acid methylamine salt). RXN SMILES: [Na+].[F:2][C:3]1[CH:8]=[CH:7][C:6]([C:9]2[C:14](/[CH:15]=[CH:16]/[C@@H:17]([OH:25])[CH2:18][C@@H:19]([OH:24])[CH2:20][C:21]([O-:23])=[O:22])=[C:13]([CH:26]([CH3:28])[CH3:27])[N:12]=[C:11]([N:29]([CH3:34])[S:30]([CH3:33])(=[O:32])=[O:31])[N:10]=2)=[CH:5][CH:4]=1>C(#N)C>[CH3:9][NH2:10].[F:2][C:3]1[CH:8]=[CH:7][C:6]([C:9]2[C:14](/[CH:15]=[CH:16]/[C@@H:17]([OH:25])[CH2:18][C@@H:19]([OH:24])[CH2:20][C:21]([OH:23])=[O:22])=[C:13]([CH:26]([CH3:28])[CH3:27])[N:12]=[C:11]([N:29]([CH3:34])[S:30]([CH3:33])(=[O:32])=[O:31])[N:10]=2)=[CH:5][CH:4]=1 |f:0.1,3.4|. Procedure details: The obtained (E)-7-[4-(4-fluorophenyl)-6-isopropyl-2-[methyl(methylsulfonyl)amino]pyrimidin-5-yl](3R,5S)-3,5-dihydroxyhept-6-enoic acid sodium salt was dissolved in acetonitrile (100 ml), and purified water (190 ml) and a 1.0M hydrochloric acid aqueous solution (81 ml) were added thereto at 0° C., followed by stirring for 1 hour. Diisopropyl ether (250 ml) was added to the reaction liquid, followed by separation of the organic layer, and acetonitrile (81 ml) and a 40% methyl amine aqueous soluti... The reactants are FC1=CC=C2C(=C(C=NC2=C1)C(=O)OCC)O (ethyl 7-fluoro-4-hydroxyquinoline-3-carboxylate), C([O-])([O-])=O.[K+].[K+] (potassium carbonate), S(=O)(=O)(OC)OC (dimethyl sulphate). Solvent: CC(CC)=O (butanone). Yields the product FC1=CC=C2C(C(=CN(C2=C1)C)C(=O)OCC)=O (ethyl 7-fluoro-1-methyl-4-oxo-1,4-dihydroquinoline-3-carboxylate). RXN SMILES: [F:1][C:2]1[CH:11]=[C:10]2[C:5]([C:6]([OH:17])=[C:7]([C:12]([O:14][CH2:15][CH3:16])=[O:13])[CH:8]=[N:9]2)=[CH:4][CH:3]=1.[C:18](=O)([O-])[O-].[K+].[K+].S(OC)(OC)(=O)=O>CC(=O)CC>[F:1][C:2]1[CH:11]=[C:10]2[C:5]([C:6](=[O:17])[C:7]([C:12]([O:14][CH2:15][CH3:16])=[O:13])=[CH:8][N:9]2[CH3:18])=[CH:4][CH:3]=1 |f:1.2.3|. Reported procedure: A mixture of ethyl 7-fluoro-4-hydroxyquinoline-3-carboxylate (4.7 g), anhydrous potassium carbonate (3.0 g), dimethyl sulphate (2.52 g) and butanone (200 ml) can be boiled under reflux for 14 hours. The solvent can be evaporated and the residue can be triturated with dichloromethane (150 ml). The mixture can be filtered and the filtrate evaporated to a small volume. Diethyl ether can be added, causing a solid to precipitate. The solid can be collected, washed with ether, dried and recrystallised... Reactants: CCOC(=O)c1cnn(C2COCCOC2)c1-c1ccc(Br)cc1[N+](=O)[O-], C1COCCO1, COc1ncc(C)c(B(O)O)c1C, CCOC(C)=O, O. Product: CCOC(=O)c1cnn(C2COCCOC2)c1-c1ccc(-c2c(C)cnc(OC)c2C)cc1[N+](=O)[O-]. Reaction SMILES: [Br:1][c:2]1[cH:3][c:4]([N+:25](=[O:26])[O-:27])[c:5](-[c:8]2[c:9]([C:20](=[O:21])[O:22][CH2:23][CH3:24])[cH:10][n:11][n:12]2[CH:13]2[CH2:14][O:15][CH2:16][CH2:17][O:18][CH2:19]2)[cH:6][cH:7]1.[CH2:48]1[O:49][CH2:50][CH2:51][O:52][CH2:53]1.[CH3:28][O:29][c:30]1[n:31][cH:32][c:33]([CH3:40])[c:34]([B:37]([OH:38])[OH:39])[c:35]1[CH3:36].[CH3:41][CH2:42][O:43][C:44](=[O:45])[CH3:46].[OH2:47]>>[c:2]1(-[c:34]2[c:33]([CH3:40])[cH:32][n:31][c:30]([O:29][CH3:28])[c:35]2[CH3:36])[cH:3][c:4]([N+:25](=[O:26])[O-:27])[c:5](-[c:8]2[c:9]([C:20](=[O:21])[O:22][CH2:23][CH3:24])[cH:10][n:11][n:12]2[CH:13]2[CH2:14][O:15][CH2:16][CH2:17][O:18][CH2:19]2)[cH:6][cH:7]1. Starting materials: solution, C(C)[Mg]Br (ethyl magnesium bromide), [Cl-].[NH4+] (ammonium chloride), C1OC=2C=C3C=CNC3=CC2O1 (5,6-methylenedioxyindole), BrC1=C(C(=O)NC1=O)Br (dibromomaleinimide). Solvent: O1CCCC1 (tetrahydrofuran), C1(=CC=CC=C1)C (toluene), C1(=CC=CC=C1)C (toluene), O1CCCC1 (tetrahydrofuran). The product is BrC=1C(=O)NC(C1C1=CNC2=CC3=C(C=C12)OCO3)=O (2-bromo-3-(5,6-methylenedioxy-1H-indol-3-yl)-maleinimide). Isolated yield 56.8%. Reaction SMILES: [CH2:1]1[O:12][C:11]2[CH:10]=[C:9]3[C:5]([CH:6]=[CH:7][NH:8]3)=[CH:4][C:3]=2[O:2]1.C([Mg]Br)C.Br[C:18]1[C:23](=[O:24])[NH:22][C:20](=[O:21])[C:19]=1[Br:25].[Cl-].[NH4+]>C1(C)C=CC=CC=1.O1CCCC1>[Br:25][C:19]1[C:20]([NH:22][C:23](=[O:24])[C:18]=1[C:6]1[C:5]2[C:9](=[CH:10][C:11]3[O:12][CH2:1][O:2][C:3]=3[CH:4]=2)[NH:8][CH:7]=1)=[O:21] |f:3.4|. Procedure: 6.44 g (40 mmol) 5,6-methylenedioxyindole are dissolved in 300 ml anhydrous toluene and mixed dropwise at 60° C. with 20 ml of a 2M solution of ethyl magnesium bromide in tetrahydrofuran (Aldrich). After completion of the addition, there is added dropwise thereto a solution of 1.7 g (6.67 mmol) dibromomaleinimide in 50 ml toluene, with the addition of the minimum amount of tetrahydrofuran required for solution, and then heated under reflux for 18 hours. After cooling, the reaction mixture is mix...